Dataset: the Open Reaction Database (ORD), a public repository of structured organic reaction records. Task: describe an organic reaction: reactants, conditions, products, and yield Starting materials: ClCCCl, O=C(Cl)C(=O)Cl, CN(C)C=O, COc1cc2ncnc(O)c2cc1OC(C)=O. Yields the product COc1cc2ncnc(Cl)c2cc1OC(C)=O. As a reaction SMILES: [Cl:29][CH2:30][CH2:31][Cl:32].[Cl:6][C:7]([C:8]([Cl:9])=[O:10])=[O:11].[O:1]=[CH:2][N:3]([CH3:4])[CH3:5].[OH:12][c:13]1[n:14][cH:15][n:16][c:17]2[cH:18][c:19]([O:27][CH3:28])[c:20]([O:23][C:24]([CH3:25])=[O:26])[cH:21][c:22]12>>[Cl:6][c:13]1[n:14][cH:15][n:16][c:17]2[cH:18][c:19]([O:27][CH3:28])[c:20]([O:23][C:24]([CH3:25])=[O:26])[cH:21][c:22]12. Starting materials: [BH4-], CO, CN(CC=C(F)C(F)(F)C(F)(F)C(F)(F)F)CCCCCC1Cc2cc(O)ccc2C2C(F)CC3(C)C(=O)CCC3C12, [Na+]. Product: CN(CC=C(F)C(F)(F)C(F)(F)C(F)(F)F)CCCCCC1Cc2cc(O)ccc2C2C(F)CC3(C)C(O)CCC3C12. As a reaction SMILES: [BH4-:43].[CH3:45][OH:46].[F:1][CH:2]1[CH:3]2[c:4]3[cH:5][cH:6][c:7]([OH:42])[cH:8][c:9]3[CH2:10][CH:11]([CH2:21][CH2:22][CH2:23][CH2:24][CH2:25][N:26]([CH2:27][CH:28]=[C:29]([C:30]([C:31]([C:32]([F:33])([F:34])[F:35])([F:36])[F:37])([F:38])[F:39])[F:40])[CH3:41])[CH:12]2[CH:13]2[CH2:14][CH2:15][C:16](=[O:20])[C:17]2([CH3:18])[CH2:19]1.[Na+:44]>>[F:1][CH:2]1[CH:3]2[c:4]3[cH:5][cH:6][c:7]([OH:42])[cH:8][c:9]3[CH2:10][CH:11]([CH2:21][CH2:22][CH2:23][CH2:24][CH2:25][N:26]([CH2:27][CH:28]=[C:29]([C:30]([C:31]([C:32]([F:33])([F:34])[F:35])([F:36])[F:37])([F:38])[F:39])[F:40])[CH3:41])[CH:12]2[CH:13]2[CH2:14][CH2:15][CH:16]([OH:20])[C:17]2([CH3:18])[CH2:19]1. Starting materials: [Br-], [Br-], CC(C)(C)[Si](C)(C)Oc1cccc(Br)c1, [Li]CCCC, CCCCCC, ClCCl, [Mg+2], C1CCOC1, O=Cc1ccsc1. Product: CC(C)(C)[Si](C)(C)Oc1cccc(C(O)c2ccsc2)c1. Reaction SMILES: [Br-:21].[Br-:23].[Br:1][c:2]1[cH:3][c:4]([O:5][Si:6]([CH3:7])([CH3:8])[C:9]([CH3:10])([CH3:11])[CH3:12])[cH:13][cH:14][cH:15]1.[CH2:16]([Li:17])[CH2:18][CH2:19][CH3:20].[CH3:39][CH2:40][CH2:41][CH2:42][CH2:43][CH3:44].[Cl:36][CH2:37][Cl:38].[Mg+2:22].[O:31]1[CH2:32][CH2:33][CH2:34][CH2:35]1.[s:24]1[cH:25][c:26]([CH:29]=[O:30])[cH:27][cH:28]1>>[c:2]1([CH:29]([c:26]2[cH:25][s:24][cH:28][cH:27]2)[OH:30])[cH:3][c:4]([O:5][Si:6]([CH3:7])([CH3:8])[C:9]([CH3:10])([CH3:11])[CH3:12])[cH:13][cH:14][cH:15]1. Conditions: temperature 0 celsius. Isolated yield 68.4%. Run in C(Cl)Cl (CH2Cl2), CO (methanol). Product: C(C)C1C(CC(C(C(OC(C2CCCCN2C(C(C2(C(CC(C(C(CC(CC(=C1)C)C)OC)O2)OC)C)O)=O)=O)=O)C(=CC2CC(C(CC2)O)OC2=CC=C(C=C2)O)C)C)O)=O (17-ethyl-1,14-dihydroxy-12-[2'-(3"-(4'"-hydroxyphenyloxy)-4"-hydroxycyclohexyl)-1'-methylvinyl] 23,25-dimethoxy-13,19,21,27-tetramethyl-11,28-dioxa-4-azatricyclo[22.3.1.04,9 ]octacos-18-ene-2,3,10,16-tetraone). Reaction SMILES: [CH2:1]([CH:3]1[CH:29]=[C:28]([CH3:30])[CH2:27][CH:26]([CH3:31])[CH2:25][CH:24]([O:32][CH3:33])[CH:23]2[O:34][C:19]([OH:38])([CH:20]([CH3:37])[CH2:21][CH:22]2[O:35][CH3:36])[C:18](=[O:39])[C:17](=[O:40])[N:16]2[CH:11]([CH2:12][CH2:13][CH2:14][CH2:15]2)[C:10](=[O:41])[O:9][CH:8]([C:42]([CH3:66])=[CH:43][CH:44]2[CH2:49][CH2:48][CH:47]([OH:50])[CH:46]([O:51][C:52]3[CH:57]=[CH:56][C:55]([O:58][Si](C(C)(C)C)(C)C)=[CH:54][CH:53]=3)[CH2:45]2)[CH:7]([CH3:67])[CH:6]([OH:68])[CH2:5][C:4]1=[O:69])[CH3:2].C1(C)C=CC(S(O)(=O)=O)=CC=1>C(Cl)Cl.CO>[CH2:1]([CH:3]1[CH:29]=[C:28]([CH3:30])[CH2:27][CH:26]([CH3:31])[CH2:25][CH:24]([O:32][CH3:33])[CH:23]2[O:34][C:19]([OH:38])([CH:20]([CH3:37])[CH2:21][CH:22]2[O:35][CH3:36])[C:18](=[O:39])[C:17](=[O:40])[N:16]2[CH:11]([CH2:12][CH2:13][CH2:14][CH2:15]2)[C:10](=[O:41])[O:9][CH:8]([C:42]([CH3:66])=[CH:43][CH:44]2[CH2:49][CH2:48][CH:47]([OH:50])[CH:46]([O:51][C:52]3[CH:53]=[CH:54][C:55]([OH:58])=[CH:56][CH:57]=3)[CH2:45]2)[CH:7]([CH3:67])[CH:6]([OH:68])[CH2:5][C:4]1=[O:69])[CH3:2]. Starting materials: C(C)C1C(CC(C(C(OC(C2CCCCN2C(C(C2(C(CC(C(C(CC(CC(=C1)C)C)OC)O2)OC)C)O)=O)=O)=O)C(=CC2CC(C(CC2)O)OC2=CC=C(C=C2)O[Si](C)(C)C(C)(C)C)C)C)O)=O (17-ethyl-1,14-dihydroxy-12-[2'-(3"-(4'"-tert-butyldimethylsilyloxyphenyloxy)-4"-hydroxycyclohexyl)-1'-methylvinyl]23,25-dimethoxy-13,19,21,27-tetramethyl-11,28-dioxa-4-azatricyclo[22.3.1.04,9 ]octacos-18-ene-2,3,10,16-tetraone), C1(=CC=C(C=C1)S(=O)(=O)O)C (p-toluenesulfonic acid). Procedure details: To a stirred solution of 17-ethyl-1,14-dihydroxy-12-[2'-(3"-(4'"-tert-butyldimethylsilyloxyphenyloxy)-4"-hydroxycyclohexyl)-1'-methylvinyl]23,25-dimethoxy-13,19,21,27-tetramethyl-11,28-dioxa-4-azatricyclo[22.3.1.04,9 ]octacos-18-ene-2,3,10,16-tetraone (42.5 mg) in CH2Cl2 (1.5 mL.) at 0° C. was added a solution of p-toluenesulfonic acid in methanol (1.5 mL. of a 10% w/v solution). The mixture was stirred 3H at 0° C. and then 3H at room temperature. The reaction mixture was quenched with saturated... The reactants are C(C)(C)(C)OC(NC1=C(C=C(C=C1)C(F)(F)F)NC(CC(C1=CC(=CC=C1)C1=NC=CN=C1)=O)=O)=O ({2-[3-oxo-3-(3-pyrazin-2-yl-phenyl)-propionylamino]-4-trifluoromethyl-phenyl}-carbamic acid tert-butyl ester), C(=O)(C(F)(F)F)O (TFA). The solvent is C(Cl)Cl (CH2Cl2). Yields the product N1=C(C=NC=C1)C=1C=C(C=CC1)C1=NC2=C(NC(C1)=O)C=C(C=C2)C(F)(F)F (4-(3-Pyrazin-2-yl-phenyl)-8-trifluoromethyl-1,3-dihydro-benzo[b][1,4]diazepin-2-one), solid. The yield is 78.0%. Reaction SMILES: C(OC(=O)[NH:7][C:8]1[CH:13]=[CH:12][C:11]([C:14]([F:17])([F:16])[F:15])=[CH:10][C:9]=1[NH:18][C:19](=[O:35])[CH2:20][C:21](=O)[C:22]1[CH:27]=[CH:26][CH:25]=[C:24]([C:28]2[CH:33]=[N:32][CH:31]=[CH:30][N:29]=2)[CH:23]=1)(C)(C)C.C(O)(C(F)(F)F)=O>C(Cl)Cl>[N:29]1[CH:30]=[CH:31][N:32]=[CH:33][C:28]=1[C:24]1[CH:23]=[C:22]([C:21]2[CH2:20][C:19](=[O:35])[NH:18][C:9]3[CH:10]=[C:11]([C:14]([F:17])([F:16])[F:15])[CH:12]=[CH:13][C:8]=3[N:7]=2)[CH:27]=[CH:26][CH:25]=1. Procedure details: The title compound was prepared from {2-[3-oxo-3-(3-pyrazin-2-yl-phenyl)-propionylamino]-4-trifluoromethyl-phenyl}-carbamic acid tert-butyl ester (Example M81) (0.33 g, 0.66 mmol) by treatment with TFA in CH2Cl2 according to the general procedure N. Obtained as an off-white solid (197 mg, 78%).